This data is from the Open Reaction Database (ORD), a public repository of structured organic reaction records. The task is: describe an organic reaction: reactants, conditions, products, and yield Reactants: CCO, [H][H], CC(C)(C)OC(=O)N1CCN(CCOc2ccc(N)c([N+](=O)[O-])c2)CC1. Product: CC(C)(C)OC(=O)N1CCN(CCOc2ccc(N)c(N)c2)CC1. As a reaction SMILES: [CH3:29][CH2:30][OH:31].[H:27][H:28].[NH2:1][c:2]1[c:3]([N+:24]([O-:25])=[O:26])[cH:4][c:5]([O:6][CH2:7][CH2:8][N:9]2[CH2:10][CH2:11][N:12]([C:15](=[O:16])[O:17][C:18]([CH3:19])([CH3:20])[CH3:21])[CH2:13][CH2:14]2)[cH:22][cH:23]1>>[NH2:1][c:2]1[c:3]([NH2:24])[cH:4][c:5]([O:6][CH2:7][CH2:8][N:9]2[CH2:10][CH2:11][N:12]([C:15](=[O:16])[O:17][C:18]([CH3:19])([CH3:20])[CH3:21])[CH2:13][CH2:14]2)[cH:22][cH:23]1. Reactants: Cc1cnc(N2CCN(C(=O)c3ccc(Br)cc3F)CC2)c(Cl)c1, CC1COC(=O)N1. The product is Cc1cnc(N2CCN(C(=O)c3ccc(N4C(=O)OCC4C)cc3F)CC2)c(Cl)c1. RXN SMILES: [Br:1][c:2]1[cH:3][c:4]([F:24])[c:5]([C:8](=[O:9])[N:10]2[CH2:11][CH2:12][N:13]([c:16]3[n:17][cH:18][c:19]([CH3:23])[cH:20][c:21]3[Cl:22])[CH2:14][CH2:15]2)[cH:6][cH:7]1.[CH3:25][CH:26]1[NH:27][C:28](=[O:31])[O:29][CH2:30]1>>[c:2]1([N:27]2[CH:26]([CH3:25])[CH2:30][O:29][C:28]2=[O:31])[cH:3][c:4]([F:24])[c:5]([C:8](=[O:9])[N:10]2[CH2:11][CH2:12][N:13]([c:16]3[n:17][cH:18][c:19]([CH3:23])[cH:20][c:21]3[Cl:22])[CH2:14][CH2:15]2)[cH:6][cH:7]1. Starting materials: C(C)OC1=C(C=C2C(NC=NC2=C1)=O)OC (7-ethoxy-6-methoxyquinazolin-4(3H)-one), O=P(Cl)(Cl)Cl (POCl3). Solvent: C1(=CC=CC=C1)C (toluene). The product is ClC1=NC=NC2=CC(=C(C=C12)OC)OCC (4-chloro-7-ethoxy-6-methoxyquinazoline). The yield is 96.0%. RXN SMILES: [CH2:1]([O:3][C:4]1[CH:13]=[C:12]2[C:7]([C:8](=O)[NH:9][CH:10]=[N:11]2)=[CH:6][C:5]=1[O:15][CH3:16])[CH3:2].O=P(Cl)(Cl)[Cl:19]>C1(C)C=CC=CC=1>[Cl:19][C:8]1[C:7]2[C:12](=[CH:13][C:4]([O:3][CH2:1][CH3:2])=[C:5]([O:15][CH3:16])[CH:6]=2)[N:11]=[CH:10][N:9]=1. Procedure: A mixture of 7-ethoxy-6-methoxyquinazolin-4(3H)-one (1.20 g, 5.45 mmol) and POCl3 (3 mL), in toluene (10 mL) was heated at 125° C. for 5 hours. It was concentrated under reduced pressure to dryness. To it was added CH2Cl2 and it was washed with saturated NaHCO3. The organic layer was dried over MgSO4 and concentrated to give 4-chloro-7-ethoxy-6-methoxyquinazoline as solid (1.254 g, 96%). 1H NMR (300 MHz, CDCl3) δ 8.91 (s, 1H), 7.52 (s, 1H), 7.42 (s, 1H), 4.34 (q, 2H), 4.08 (s, 3H), 1.59 (t, 3H). Starting materials: N#Cc1ccccc1CBr, CC(C)(C)OC(=O)N1C(c2ccc(O)cc2)CCC12CCNC2=O. Yields the product CC(C)(C)OC(=O)N1C(c2ccc(OCc3ccccc3C#N)cc2)CCC12CCNC2=O. Reaction SMILES: [C:25](#[N:26])[c:27]1[c:28]([CH2:29][Br:30])[cH:31][cH:32][cH:33][cH:34]1.[OH:1][c:2]1[cH:3][cH:4][c:5]([CH:8]2[N:9]([C:18](=[O:19])[O:20][C:21]([CH3:22])([CH3:23])[CH3:24])[C:10]3([CH2:11][CH2:12]2)[C:13](=[O:17])[NH:14][CH2:15][CH2:16]3)[cH:6][cH:7]1>>[O:1]([c:2]1[cH:3][cH:4][c:5]([CH:8]2[N:9]([C:18](=[O:19])[O:20][C:21]([CH3:22])([CH3:23])[CH3:24])[C:10]3([CH2:11][CH2:12]2)[C:13](=[O:17])[NH:14][CH2:15][CH2:16]3)[cH:6][cH:7]1)[CH2:29][c:28]1[c:27]([C:25]#[N:26])[cH:34][cH:33][cH:32][cH:31]1. Reactants: isoquinolin-8-yl, BrC=1C=CC=C2C=CN=CC12 (8-bromo-isoquinoline), substituted benzylamine, C(C)OC(C=O)OCC (diethoxy-acetaldehyde). Yields the product BrC=1C=CC=C2C=CNC(C12)=O (8-bromo-2H-isoquinolin-1-one). As a reaction SMILES: C(OC([O:7][CH2:8][CH3:9])C=O)C.[Br:10][C:11]1[CH:12]=[CH:13][CH:14]=[C:15]2C=1C=[N:18][CH:17]=[CH:16]2>>[Br:10][C:11]1[CH:12]=[CH:13][CH:14]=[C:15]2[C:9]=1[C:8](=[O:7])[NH:18][CH:17]=[CH:16]2. Procedure details: The isoquinolin-8-yl system can be prepared from the appropriately substituted benzylamine by cyclocondensation with diethoxy-acetaldehyde (see, for example, K. Kido and Y. Watanabe, Chemical & Pharmaceutical Bulletin, 35(12), 4964-6; 1987). Alternatively 8-bromo-isoquinoline (prepared by the method of F. T. Tyson, J.A.C.S., 1939, 61, N. Briet et al., Tetrahedron (2002), 58(29), 5761-5766 or W. D. Brown, et al., Synthesis (2002), (1), 83-86. 183 can be subjected to N-oxidation and rearrangement ...